Dataset: the Open Reaction Database (ORD), a public repository of structured organic reaction records. Task: describe an organic reaction: reactants, conditions, products, and yield The reactants are C1CCNCC1, Cc1ccccc1, O=C1CSC(NCc2ccc(F)c(Cl)c2)=N1, CN(C)C=O, O, O=C(O)c1ccccc1, O=Cc1ccc2ncccc2n1. The product is O=C1N=C(NCc2ccc(F)c(Cl)c2)SC1=Cc1ccc2ncccc2n1. As a reaction SMILES: [CH2:38]1[CH2:39][CH2:40][NH:41][CH2:42][CH2:43]1.[CH3:44][c:45]1[cH:46][cH:47][cH:48][cH:49][cH:50]1.[Cl:1][c:2]1[cH:3][c:4]([CH2:5][NH:6][C:7]2=[N:11][C:10](=[O:12])[CH2:9][S:8]2)[cH:13][cH:14][c:15]1[F:16].[O:51]=[CH:52][N:53]([CH3:54])[CH3:55].[OH2:56].[OH:29][C:30]([c:31]1[cH:32][cH:33][cH:34][cH:35][cH:36]1)=[O:37].[n:17]1[cH:18][cH:19][cH:20][c:21]2[n:22][c:23]([CH:27]=[O:28])[cH:24][cH:25][c:26]12>>[Cl:1][c:2]1[cH:3][c:4]([CH2:5][NH:6][C:7]2=[N:11][C:10](=[O:12])[C:9](=[CH:27][c:23]3[n:22][c:21]4[cH:20][cH:19][cH:18][n:17][c:26]4[cH:25][cH:24]3)[S:8]2)[cH:13][cH:14][c:15]1[F:16].